Dataset: the Open Reaction Database (ORD), a public repository of structured organic reaction records. Task: describe an organic reaction: reactants, conditions, products, and yield The reactants are CC(C)(C)OC(=O)NC1CCC(N)CC1, CC(=O)O[BH-](OC(C)=O)OC(C)=O, COc1ccc(-c2cccnc2)cc1C=O, CC(=O)O, CO, [Na+]. Yields the product COc1ccc(-c2cccnc2)cc1CNC1CCC(NC(=O)OC(C)(C)C)CC1. RXN SMILES: [C:17]([CH3:18])([CH3:19])([CH3:20])[O:21][C:22]([NH:23][CH:24]1[CH2:25][CH2:26][CH:27]([NH2:30])[CH2:28][CH2:29]1)=[O:31].[C:36]([O:37][BH-:38]([O:39][C:40](=[O:41])[CH3:42])[O:43][C:44](=[O:45])[CH3:46])(=[O:47])[CH3:48].[CH3:1][O:2][c:3]1[c:4]([CH:5]=[O:6])[cH:7][c:8](-[c:11]2[cH:12][n:13][cH:14][cH:15][cH:16]2)[cH:9][cH:10]1.[CH3:32][C:33](=[O:34])[OH:35].[CH3:50][OH:51].[Na+:49]>>[CH3:1][O:2][c:3]1[c:4]([CH2:5][NH:30][CH:27]2[CH2:26][CH2:25][CH:24]([NH:23][C:22]([O:21][C:17]([CH3:18])([CH3:19])[CH3:20])=[O:31])[CH2:29][CH2:28]2)[cH:7][c:8](-[c:11]2[cH:12][n:13][cH:14][cH:15][cH:16]2)[cH:9][cH:10]1. Starting materials: C(C)C=1NC=2C(=[N+](C=CC2C)[O-])N1 (2-ethyl-7-methylimidazo[4,5-b]pyridine-4-oxide), O=P(Cl)(Cl)Cl (POCl3), [NH4+].[OH-] (NH4OH). The product is ClC1=CC(=C2C(=N1)N=C(N2)CC)C (5-chloro-2-ethyl-7-methylimidazo[4,5-b]pyridine). Reported procedure: A mixture of 2-ethyl-7-methylimidazo[4,5-b]pyridine-4-oxide (29.75 g, 0.168 mol), CHCl3 (25 mL) and POCl3 (160 mL) was heated to 80° C. for 1 h. After pouring over ice, the mixture was neutralized by careful addition of NH4OH and extracted with EtOAc. Concentration gave 5-chloro-2-ethyl-7-methylimidazo[4,5-b]pyridine as a solid. Reaction conditions: temperature 80 celsius. The solvent is C(Cl)(Cl)Cl (CHCl3). As a reaction SMILES: [CH2:1]([C:3]1[NH:4][C:5]2[C:6]([N:13]=1)=[N+:7]([O-])[CH:8]=[CH:9][C:10]=2[CH3:11])[CH3:2].O=P(Cl)(Cl)[Cl:16].[NH4+].[OH-]>C(Cl)(Cl)Cl>[Cl:16][C:8]1[N:7]=[C:6]2[N:13]=[C:3]([CH2:1][CH3:2])[NH:4][C:5]2=[C:10]([CH3:11])[CH:9]=1 |f:2.3|. Reactants: CCO, O=Cc1ccccc1, NNCCO. Yields the product OCCNN=Cc1ccccc1. As a reaction SMILES: [CH3:14][CH2:15][OH:16].[CH:1](=[O:2])[c:3]1[cH:4][cH:5][cH:6][cH:7][cH:8]1.[OH:9][CH2:10][CH2:11][NH:12][NH2:13]>>[CH:1]([c:3]1[cH:4][cH:5][cH:6][cH:7][cH:8]1)=[N:13][NH:12][CH2:11][CH2:10][OH:9]. Reactants: C1(=CC=CC=C1)CC(=O)Cl (phenylacetyl chloride), OC=1C=C(C=CC1)C12CCCC(NC1C)C2 (1-(3-hydroxyphenyl)7-methyl-6-azabicyclo[3,2,1]octane), [H-].[Al+3].[Li+].[H-].[H-].[H-] (lithium aluminium hydride), Cl (hydrochloric acid), [H-].[Al+3].[Li+].[H-].[H-].[H-] (lithium aluminium hydride), N (ammonia). Run in O1CCCC1 (tetrahydrofuran), C(Cl)Cl (methylenedichloride), C(C)N(CC)CC (triethylamine), O1CCCC1 (tetrahydrofuran). Conditions: time 20 hour. Product: Cl.OC=1C=C(C=CC1)C12CCCC(N(C1C)CCC1=CC=CC=C1)C2 (1-(3-hydroxyphenyl)-6-phenethyl- 7-methyl-6-azabicyclo[3,2,1]octane hydrochloride). Yield: 15.6%. As a reaction SMILES: [C:1]1([CH2:7][C:8]([Cl:10])=O)[CH:6]=[CH:5][CH:4]=[CH:3][CH:2]=1.[OH:11][C:12]1[CH:13]=[C:14]([C:18]23[CH2:26][CH:22]([NH:23][CH:24]2[CH3:25])[CH2:21][CH2:20][CH2:19]3)[CH:15]=[CH:16][CH:17]=1.[H-].[Al+3].[Li+].[H-].[H-].[H-].Cl.N>O1CCCC1.C(Cl)Cl.C(N(CC)CC)C>[ClH:10].[OH:11][C:12]1[CH:13]=[C:14]([C:18]23[CH2:26][CH:22]([N:23]([CH2:8][CH2:7][C:1]4[CH:6]=[CH:5][CH:4]=[CH:3][CH:2]=4)[CH:24]2[CH3:25])[CH2:21][CH2:20][CH2:19]3)[CH:15]=[CH:16][CH:17]=1 |f:2.3.4.5.6.7,13.14|. Procedure details: 0.62 g of phenylacetyl chloride is added dropwise under ice-cooling to a mixture of 0.35 g of 1-(3-hydroxyphenyl)7-methyl-6-azabicyclo[3,2,1]octane, 1 ml of triethylamine and 7 ml of methylenedichloride. The mixture is stirred at room temperature for 20 hours. Then, the mixture is concentrated under reduced pressure. Water is added to the residue, and the aqueous mixture is extracted with benzene. The benzene extract is washed with diluted hydrochloric acid, water, aqueous sodium bicarbonate and...